This data is from the Open Reaction Database (ORD), a public repository of structured organic reaction records. The task is: describe an organic reaction: reactants, conditions, products, and yield Isolated yield 25.5%. The product is C(C1=CC=CC=C1)OC1=C(C(=O)NC=2C=NC=CC2)C=C(C(=C1)C(=O)N1CCN(CC1)C)Cl (2-(benzyloxy)-5-chloro-4-(4-methylpiperazine-1-carbonyl)-N-(pyridin-3-yl)benzamide). As a reaction SMILES: [CH2:1]([O:8][C:9]1[CH:17]=[C:16]([C:18]([N:20]2[CH2:25][CH2:24][N:23]([CH3:26])[CH2:22][CH2:21]2)=[O:19])[C:15]([Cl:27])=[CH:14][C:10]=1[C:11]([OH:13])=O)[C:2]1[CH:7]=[CH:6][CH:5]=[CH:4][CH:3]=1.CCN(C(C)C)C(C)C.[NH2:37][C:38]1[CH:39]=[N:40][CH:41]=[CH:42][CH:43]=1.ON1C2N=CC=CC=2N=N1.C(Cl)CCl>CN(C)C=O>[CH2:1]([O:8][C:9]1[CH:17]=[C:16]([C:18]([N:20]2[CH2:25][CH2:24][N:23]([CH3:26])[CH2:22][CH2:21]2)=[O:19])[C:15]([Cl:27])=[CH:14][C:10]=1[C:11]([NH:37][C:38]1[CH:39]=[N:40][CH:41]=[CH:42][CH:43]=1)=[O:13])[C:2]1[CH:7]=[CH:6][CH:5]=[CH:4][CH:3]=1. The solvent is CN(C=O)C (N,N-dimethylformamide). Procedure: To a solution of 2-(benzyloxy)-5-chloro-4-(4-methylpiperazine-1-carbonyl)benzoic acid (may be prepared as described in D 76) (108 mg, 0.278 mmol) in N,N-dimethylformamide (DMF) (5 mL) was added DIPEA (0.97 ml, 0.555 mmol), 3-aminopyridine (39.2 mg, 0.417 mmol) and 1-hydroxy-7-azabenzotriazole (HOAt) (45 mg, 0333 mmol) and EDC (96 mg, 0.5 mmol). The solution was stirred overnight. The solvent was removed in vacuo and the residue was purified by MDAP (tartan, High pH, 25 minute run) to give a whit... Reactants: C(C1=CC=CC=C1)OC1=C(C(=O)O)C=C(C(=C1)C(=O)N1CCN(CC1)C)Cl (2-(benzyloxy)-5-chloro-4-(4-methylpiperazine-1-carbonyl)benzoic acid), CCN(C(C)C)C(C)C (DIPEA), NC=1C=NC=CC1 (3-aminopyridine), ON1N=NC2=C1N=CC=C2 (1-hydroxy-7-azabenzotriazole), C(CCl)Cl (EDC). Conditions: time 8 hour. Reactants: C(=O)(OC(C)(C)C)N1C[C@H](OCC1)CC1=CC(=CC=C1)CO (N-Boc-(R)-2-(3-(hydroxymethyl)benzyl)morpholine), C(C1=CC=CC=C1)N1C(C(OCC1)CC1=C(C(=CC=C1)C)F)=O (N-benzyl-2-(2-Fluoro-3-methyl-benzyl)-morpholin-3-one), [C@@H]([C@H](C(=O)[O-])O)(C(=O)[O-])O.[Na+].[K+] (Rochelle's salt), C(C)(=O)OCC (Ethyl acetate). The solvent is O1CCCC1 (tetrahydrofuran), O1CCCC1 (tetrahydrofuran). Conditions: temperature 23 celsius, time 1 hour. The product is C(=O)(OC(C)(C)C)N1C[C@H](OCC1)CC1=CC(=CC=C1)C=CC=1C=NC=CC1 (N-Boc-(R)-2-(3-(2-(3-pyridinyl)vinyl)-benzyl)morpholine), C(C1=CC=CC=C1)N1CC(OCC1)CC1=C(C(=CC=C1)C)F (N-benzyl-2-(2-fluoro-3-methyl-benzyl)-morpholine). Reaction SMILES: [C:1]([N:8]1[CH2:13][CH2:12][O:11][C@H:10]([CH2:14][C:15]2[CH:20]=[CH:19][CH:18]=[C:17]([CH2:21]O)[CH:16]=2)[CH2:9]1)([O:3][C:4]([CH3:7])([CH3:6])[CH3:5])=[O:2].[CH2:23]([N:30]1[CH2:35][CH2:34][O:33][CH:32]([CH2:36][C:37]2[CH:42]=[CH:41][CH:40]=[C:39]([CH3:43])[C:38]=2[F:44])[C:31]1=O)[C:24]1[CH:29]=[CH:28][CH:27]=[CH:26][CH:25]=1.[C@H](O)(C([O-])=O)[C@@H](O)C([O-])=O.[Na+].[K+].C(OCC)(=O)C>O1CCCC1>[C:1]([N:8]1[CH2:13][CH2:12][O:11][C@H:10]([CH2:14][C:15]2[CH:20]=[CH:19][CH:18]=[C:17]([CH:21]=[CH:38][C:37]3[CH:42]=[N:30][CH:31]=[CH:32][CH:36]=3)[CH:16]=2)[CH2:9]1)([O:3][C:4]([CH3:6])([CH3:7])[CH3:5])=[O:2].[CH2:23]([N:30]1[CH2:35][CH2:34][O:33][CH:32]([CH2:36][C:37]2[CH:42]=[CH:41][CH:40]=[C:39]([CH3:43])[C:38]=2[F:44])[CH2:31]1)[C:24]1[CH:25]=[CH:26][CH:27]=[CH:28][CH:29]=1 |f:2.3.4|. Procedure: To a solution of intermediate (b), N-benzyl-2-(2-Fluoro-3-methyl-benzyl)-morpholin-3-one (275 mg, 0.876 mmol) in tetrahydrofuran (10 mL) at 0° C. was added BH3 (1M in tetrahydrofuran, 2.63 mL, 2.63 mmol). The mixture was stirred at 23° C. for 1 h then heated to reflux for 18 h, cooled to 23° C. and stirred vigorously with Rochelle's salt solution (15 mL) for 1.5 h. Ethyl acetate (30 mL) was added and stirring continued for 1.5 h. The organic phase was separated, dried (Na2SO4) and concentrated a... The reactants are FC=1C=C(N)C=CC1 (3-fluoroaniline), C(C)OCC(C(=O)OCC)C(=O)OCC (diethyl ethoxymethylmalonate). Run in C1=CC=C(C=C1)C2=CC=CC=C2.C1=CC=C(C=C1)OC2=CC=CC=C2 (Dowtherm A). Run at temperature 100 celsius. Product: FC1=CC=C2C(=C(C=NC2=C1)C(=O)OCC)O (ethyl 7-fluoro-4-hydroxy-3-quinolinecarboxylate). The yield is 67.6%. RXN SMILES: [F:1][C:2]1[CH:3]=[C:4]([CH:6]=[CH:7][CH:8]=1)[NH2:5].C([O:11][CH2:12][CH:13]([C:19](OCC)=O)[C:14]([O:16][CH2:17][CH3:18])=[O:15])C>C1C=CC(C2C=CC=CC=2)=CC=1.C1C=CC(OC2C=CC=CC=2)=CC=1>[F:1][C:2]1[CH:3]=[C:4]2[C:6]([C:12]([OH:11])=[C:13]([C:14]([O:16][CH2:17][CH3:18])=[O:15])[CH:19]=[N:5]2)=[CH:7][CH:8]=1 |f:2.3|. Reported procedure: Under a nitrogen atmosphere, 3-fluoroaniline (50.0 g, 0.45 mol) and diethyl ethoxymethylmalonate (91 mL, 0.45 mol) were combined and heated at 100° C. for 3 hours. The reaction was allowed to cool to ambient temperature and it solidified. Dowtherm A (200 mL) was added and the reaction mixture was heated at 240° C. for 4 hours. The reaction mixture was allowed to cool to ambient temperature. The resulting precipitate was isolated by filtration, washed with hexane and then dried in a vacuum oven t... The reactants are N1(CCOCC1)CCCNS(=O)(=O)C1=C(C(=CC=C1Cl)[N+](=O)[O-])Cl (N-[3-(4-morpholinyl)propyl]-2,6-dichloro-3-nitrobenzenesulfonamide), Cl (HCl), [H-].[Na+] (NaH), O (water). The solvent is O1CCOCC1 (1,4-dioxane). The product is N1(CCOCC1)CCCNS(=O)(=O)C1=C(C(=CC=C1Cl)[N+](=O)[O-])O (N-[3-(4-morpholinyl)propyl]-6-chloro-2-hydroxy-3-nitrobenzenesulfonamide). Yield: 105.9%. Reaction SMILES: [N:1]1([CH2:7][CH2:8][CH2:9][NH:10][S:11]([C:14]2[C:19]([Cl:20])=[CH:18][CH:17]=[C:16]([N+:21]([O-:23])=[O:22])[C:15]=2Cl)(=[O:13])=[O:12])[CH2:6][CH2:5][O:4][CH2:3][CH2:2]1.[H-].[Na+].[OH2:27].Cl>O1CCOCC1>[N:1]1([CH2:7][CH2:8][CH2:9][NH:10][S:11]([C:14]2[C:19]([Cl:20])=[CH:18][CH:17]=[C:16]([N+:21]([O-:23])=[O:22])[C:15]=2[OH:27])(=[O:13])=[O:12])[CH2:6][CH2:5][O:4][CH2:3][CH2:2]1 |f:1.2|. Reported procedure: Following the general hydrolysis procedure outlined in example 15, N-[3-(4-morpholinyl)propyl]-2,6-dichloro-3-nitrobenzenesulfonamide (10 g, 2.51 mmol), 60% NaH (301 mg, 7.53 mmol) and water (54 μL, 3.0 mmol) were reacted. The mixture was acidified with 4.ON HCl in 1,4-dioxane and concentrated to give the crude product (1.01 g), which was carried onto the next steps without purification. LC-MS 380.0 (M+). Reactants: aqueous solution, S(=O)(=O)([O-])S(=O)[O-].[Na+].[Na+] (sodium metabisulfite), S(O)(O)(=O)=O (sulfuric acid), I(=O)(=O)(=O)O (periodic acid), II (iodine), C1(=CC=CC=C1)C1(CC1)C(=O)N1CCCC1 (1-[(1-phenylcyclopropyl)carbonyl]pyrrolidine). Run in O (water), C(C)(=O)O (acetic acid). Reaction conditions: temperature 60 celsius, time 6 hour. Product: IC1=CC=C(C=C1)C1(CC1)C(=O)N1CCCC1 (1-{[1-(4-iodophenyl)cyclopropyl]carbonyl}pyrrolidine). The yield is 531.2%. RXN SMILES: [C:1]1([C:7]2([C:10]([N:12]3[CH2:16][CH2:15][CH2:14][CH2:13]3)=[O:11])[CH2:9][CH2:8]2)[CH:6]=[CH:5][CH:4]=[CH:3][CH:2]=1.S(=O)(=O)(O)O.[I:22](O)(=O)(=O)=O.II.S(S([O-])=O)([O-])(=O)=O.[Na+].[Na+]>C(O)(=O)C.O>[I:22][C:4]1[CH:3]=[CH:2][C:1]([C:7]2([C:10]([N:12]3[CH2:16][CH2:15][CH2:14][CH2:13]3)=[O:11])[CH2:8][CH2:9]2)=[CH:6][CH:5]=1 |f:4.5.6|. Procedure details: 1-[(1-phenylcyclopropyl)carbonyl]pyrrolidine (0.75 g, 3.49 mmol) was dissolved in glacial acetic acid (14 ml) and treated successively with concentrated sulfuric acid (0.4 ml), water (1.5 ml), periodic acid (184 mg, 0.8 mmol), and iodine (379 mg, 1.49 mmol). This mixture was then stirred at 60° C. for 6 hours and then allowed to cool to room temperature. The reaction mixture was poured into a 10% aqueous solution of sodium metabisulfite and extracted into ethyl acetate. The organic layer was sep... Reactants: CC(C)(C)OC(=O)N1CCN(CCCl)CC1, C1CCOC1, [Li]CCCC, CCCCCC, Fc1cccc(CNCc2nccn2Cc2cc(Cl)cc(Cl)c2)c1. Product: CC(C)(C)OC(=O)N1CCN(CCN(Cc2cccc(F)c2)Cc2nccn2Cc2cc(Cl)cc(Cl)c2)CC1. RXN SMILES: [C:36]([CH3:37])([CH3:38])([CH3:39])[O:40][C:41](=[O:42])[N:43]1[CH2:44][CH2:45][N:46]([CH2:49][CH2:50][Cl:51])[CH2:47][CH2:48]1.[CH2:52]1[O:53][CH2:54][CH2:55][CH2:56]1.[CH3:25][CH2:26][CH2:27][CH2:28][Li:29].[CH3:30][CH2:31][CH2:32][CH2:33][CH2:34][CH3:35].[Cl:1][c:2]1[cH:3][c:4]([CH2:5][n:6]2[c:7]([CH2:11][NH:12][CH2:13][c:14]3[cH:15][c:16]([F:20])[cH:17][cH:18][cH:19]3)[n:8][cH:9][cH:10]2)[cH:21][c:22]([Cl:24])[cH:23]1>>[Cl:1][c:2]1[cH:3][c:4]([CH2:5][n:6]2[c:7]([CH2:11][N:12]([CH2:13][c:14]3[cH:15][c:16]([F:20])[cH:17][cH:18][cH:19]3)[CH2:50][CH2:49][N:46]3[CH2:45][CH2:44][N:43]([C:41]([O:40][C:36]([CH3:37])([CH3:38])[CH3:39])=[O:42])[CH2:48][CH2:47]3)[n:8][cH:9][cH:10]2)[cH:21][c:22]([Cl:24])[cH:23]1.